Dataset: the Open Reaction Database (ORD), a public repository of structured organic reaction records. Task: describe an organic reaction: reactants, conditions, products, and yield Reactants: [Na] (sodium), C=CC1=CC=CC=C1 (styrene), polystyrene, CC(=C)C1=CC=CC=C1 (α-methylstyrene), resultant mixture. The solvent is O1CCCC1 (tetrahydrofuran), O1CCCC1 (tetrahydrofuran), O1CCCC1 (tetrahydrofuran), O1CCCC1 (tetrahydrofuran). The product is CC(=C)C1=CC=CC=C1.[Na].[Na] (disodium α-methylstyrene), disodium polystyrene. As a reaction SMILES: [CH3:1][C:2]([C:4]1[CH:9]=[CH:8][CH:7]=[CH:6][CH:5]=1)=[CH2:3].[Na:10].C=CC1C=CC=CC=1>O1CCCC1>[CH3:3][C:2]([C:4]1[CH:9]=[CH:8][CH:7]=[CH:6][CH:5]=1)=[CH2:1].[Na:10].[Na:10] |f:4.5.6,^1:9,32,33|. Procedure details: A polystyrene having carboxyl groups in both terminals was synthesized according to the process described in Y. Yamashita, T. Hane, J. Polym. Sci., Polym. Chem. Ed., 11, 425 (1973). A solution of red disodium α-methylstyrene tetramer in tetrahydrofuran was prepared by reacting α-methylstyrene in tetrahydrofuran at -20° C. in the presence of metal sodium. To the solution was added a solution of styrene in tetrahydrofuran at 0° C., and the resultant mixture was subjected to polymerization with sti... Starting materials: COC=1C=C(C=CC1OC)NC=1C=2N(C=C(N1)C=1C=C(C(=O)NC3=CC=C(C(=O)OCC4=CC=CC=C4)C=C3)C=CC1)C=CN2 (benzyl 4-(3-(8-(3,4-dimethoxyphenylamino)imidazo[1,2-a]pyrazin-6-yl)benzamido)benzoate). Reagents/catalysts: [Pd] (palladium on carbon). Run in C(C)(=O)OCC (ethyl acetate), C(C)O (ethanol). Reaction conditions: temperature 60 celsius, time 30 minute. Product: COC=1C=C(C=CC1OC)NC=1C=2N(C=C(N1)C=1C=C(C(=O)NC3=CC=C(C(=O)O)C=C3)C=CC1)C=CN2 (4-(3-(8-(3,4-dimethoxyphenylamino)imidazo[1,2-a]pyrazin-6-yl)benzamido)benzoic acid). Yield: 30.8%. Reaction SMILES: [CH3:1][O:2][C:3]1[CH:4]=[C:5]([NH:11][C:12]2[C:13]3[N:14]([CH:43]=[CH:44][N:45]=3)[CH:15]=[C:16]([C:18]3[CH:19]=[C:20]([CH:40]=[CH:41][CH:42]=3)[C:21]([NH:23][C:24]3[CH:39]=[CH:38][C:27]([C:28]([O:30]CC4C=CC=CC=4)=[O:29])=[CH:26][CH:25]=3)=[O:22])[N:17]=2)[CH:6]=[CH:7][C:8]=1[O:9][CH3:10]>C(OCC)(=O)C.C(O)C.[Pd]>[CH3:1][O:2][C:3]1[CH:4]=[C:5]([NH:11][C:12]2[C:13]3[N:14]([CH:43]=[CH:44][N:45]=3)[CH:15]=[C:16]([C:18]3[CH:19]=[C:20]([CH:40]=[CH:41][CH:42]=3)[C:21]([NH:23][C:24]3[CH:39]=[CH:38][C:27]([C:28]([OH:30])=[O:29])=[CH:26][CH:25]=3)=[O:22])[N:17]=2)[CH:6]=[CH:7][C:8]=1[O:9][CH3:10]. Reported procedure: A solution of benzyl 4-(3-(8-(3,4-dimethoxyphenylamino)imidazo[1,2-a]pyrazin-6-yl)benzamido)benzoate (1.75 g, 2.92 mmol) in ethyl acetate (500 mL) and ethanol (500 mL) at 60° C. was treated with 10% palladium on carbon (5.11 g, 50% water by weight) and sparged with hydrogen for 30 min at 60° C. then stirred under balloon pressure hydrogen at 60° C. for 30 min. After this time, the reaction was sparged with nitrogen for 10 min and filtered hot through diatomaceous earth. The filtrate was concentr... Reactants: BrC(C(OC1=C2C(C(=O)OC2=O)=CC=C1)(F)F)(F)F (3-(2-bromotetrafluoroethoxy)phthalic anhydride), BrC(C(OC1=CC=C(N)C=C1)(F)F)(F)F (4-(2-bromotetrafluoroethoxy)aniline), BrC(C(OC1=C2C(C(=O)N(C2=O)C2=CC=C(C=C2)OC(C(Br)(F)F)(F)F)=CC=C1)(F)F)(F)F (3-(2-Bromotetrafluoroethoxy)-N-(4-(2-bromotetrafluoroethoxy)phenyl)phthalimide), C1(=CC(=CC=C1)C)C (m-xylene), BrC(C(OC1=CC=C(N)C=C1)(F)F)(F)F (4-(2-bromotetrafluoroethoxy)aniline). Run in CN1C(CCC1)=O (NMP), CN1C(CCC1)=O (NMP), CN1C(CCC1)=O (N-methylpyrrolidinone). Conditions: time 30 minute. Product: FC(=C(F)F)OC1=C2C(C(=O)N(C2=O)C2=CC=C(C=C2)OC(=C(F)F)F)=CC=C1 (3-trifluorovinyloxy-N-(4-trifluorovinyloxyphenyl)phthalimide). The yield is 81.5%. As a reaction SMILES: Br[C:2]([F:33])([F:32])[C:3](F)([F:30])[O:4][C:5]1[CH:29]=[CH:28][CH:27]=[C:7]2[C:8]([N:10]([C:13]3[CH:18]=[CH:17][C:16]([O:19][C:20](F)([F:25])[C:21]([F:24])([F:23])Br)=[CH:15][CH:14]=3)[C:11](=[O:12])[C:6]=12)=[O:9].BrC(F)(F)C(F)(F)OC1C=CC(N)=CC=1.BrC(F)(F)C(F)(F)OC1C=CC=C2C(OC(=O)C=12)=O.C1(C)C=CC=C(C)C=1>CN1CCCC1=O>[F:30][C:3]([O:4][C:5]1[CH:29]=[CH:28][CH:27]=[C:7]2[C:8]([N:10]([C:13]3[CH:14]=[CH:15][C:16]([O:19][C:20]([F:25])=[C:21]([F:23])[F:24])=[CH:17][CH:18]=3)[C:11](=[O:12])[C:6]=12)=[O:9])=[C:2]([F:33])[F:32]. Procedure details: 3-(2-Bromotetrafluoroethoxy)-N-(4-(2-bromotetrafluoroethoxy)phenyl)phthalimide Into a 250 ml round bottomed flask fitted with a mechanical stirrer and a Dean-Stark trap is placed 4-(2-bromotetrafluoroethoxy)aniline (3.4 g, 0.0118 mole) in 40 ml of N-methylpyrrolidinone (NMP). In a separate flask, 3-(2-bromotetrafluoroethoxy)phthalic anhydride (3.0 g, 0.00874 mole) is dissolved in 20 ml of NMP and is added slowly drop wise over 15 minutes to the stirring solution of 4-(2-bromotetrafluoroethoxy)an... Reactants: OC1=C(C(N2CCOC=3C2=C1C=C(C3)[N+](=O)[O-])=O)C(=O)N3CCC1=CC=CC=C31 (2,3-dihydro-7-hydroxy-9-nitro-6-(1-indolinylcarbonyl)-5-oxo-5H-pyrido [1,2,3-de]-1,4-benzoxazine). Reagents/catalysts: [Pt]=O (platinum oxide). The solvent is O1CCCC1 (tetrahydrofuran). Conditions: time 2 hour. Yields the product NC=1C=C2C=3N(CCO2)C(C(=C(C3C1)O)C(=O)N1CCC3=CC=CC=C13)=O (2,3-dihydro-9-amino-7-hydroxy-6-(1-indolinylcarbonyl)-5-oxo-5H-pyrido[1,2,3-de]-1,4-benzoxazine). Isolated yield 52.0%. RXN SMILES: [OH:1][C:2]1[C:11]2[CH:12]=[C:13]([N+:15]([O-])=O)[CH:14]=[C:9]3[C:10]=2[N:5]([CH2:6][CH2:7][O:8]3)[C:4](=[O:18])[C:3]=1[C:19]([N:21]1[C:29]2[C:24](=[CH:25][CH:26]=[CH:27][CH:28]=2)[CH2:23][CH2:22]1)=[O:20]>O1CCCC1.[Pt]=O>[NH2:15][C:13]1[CH:14]=[C:9]2[O:8][CH2:7][CH2:6][N:5]3[C:4](=[O:18])[C:3]([C:19]([N:21]4[C:29]5[C:24](=[CH:25][CH:26]=[CH:27][CH:28]=5)[CH2:23][CH2:22]4)=[O:20])=[C:2]([OH:1])[C:11]([CH:12]=1)=[C:10]23. Procedure details: A mixture of 2,3-dihydro-7-hydroxy-9-nitro-6-(1-indolinylcarbonyl)-5-oxo-5H-pyrido [1,2,3-de]-1,4-benzoxazine (2.5 g) and platinum oxide (0.1 g) in tetrahydrofuran (150 ml) was stirred under hydrogen (3 atm.) for 2 hours. The catalyst was removed by filtration and the filtrate was concentrated in vacuo. The residue was purified by column chromatography on silica gel (60 g) eluting with chloroform-methanol (20:1). The desired product was washed with ethanol to give crystals of 2,3-dihydro-9-amino... Reactants: O=C(OCCl)OCC1CCCO1, CC#N, [I-], [Na+]. The product is O=C(OCI)OCC1CCCO1. RXN SMILES: [C:1]([O:2][CH2:3][Cl:4])([O:5][CH2:6][CH:7]1[CH2:8][CH2:9][CH2:10][O:11]1)=[O:12].[CH3:15][C:16]#[N:17].[I-:14].[Na+:13]>>[C:1]([O:2][CH2:3][I:14])([O:5][CH2:6][CH:7]1[CH2:8][CH2:9][CH2:10][O:11]1)=[O:12]. Starting materials: C(C)(=O)OC1CC2C=3C=CC=CC3C1(C1=CC=CC=C21)C(=O)O (12-acetoxy-9,10-dihydro-9,10-ethanoanthracene-9-carboxylic acid), S(=O)(Cl)Cl (thionyl chloride). Run in C1=CC=CC=C1 (benzene). Yields the product C(C)(=O)OC1CC2C=3C=CC=CC3C1(C1=CC=CC=C21)C(=O)Cl (12-acetoxy-9,10-dihydro-9,10-ethanoanthracene-9-carboxylic acid chloride). RXN SMILES: [C:1]([O:4][CH:5]1[C:14]2([C:21]([OH:23])=O)[C:15]3[C:20]([CH:7]([C:8]4[CH:9]=[CH:10][CH:11]=[CH:12][C:13]=42)[CH2:6]1)=[CH:19][CH:18]=[CH:17][CH:16]=3)(=[O:3])[CH3:2].S(Cl)([Cl:26])=O>C1C=CC=CC=1>[C:1]([O:4][CH:5]1[C:14]2([C:21]([Cl:26])=[O:23])[C:15]3[C:20]([CH:7]([C:8]4[CH:9]=[CH:10][CH:11]=[CH:12][C:13]=42)[CH2:6]1)=[CH:19][CH:18]=[CH:17][CH:16]=3)(=[O:3])[CH3:2]. Reported procedure: A solution of 12-acetoxy-9,10-dihydro-9,10-ethanoanthracene-9-carboxylic acid (1.0 g) in benzene (10.0 ml) and thionyl chloride (4.0 ml) was refluxed for 4 hours. Evaporation of excess thionyl chloride and benzene gave 12-acetoxy-9,10-dihydro-9,10-ethanoanthracene-9-carboxylic acid chloride. The acid chloride was dissolved in dry acetone (25.0 ml), and a solution of sodium azide (0.63 g) in water (1.3 ml) was added thereto while ice cooling. The resulting mixture was stirred while ice cooling fo...